Dataset: the Open Reaction Database (ORD), a public repository of structured organic reaction records. Task: describe an organic reaction: reactants, conditions, products, and yield Reactants: CCOC(=O)c1c(C)c(-c2cccc([N+](=O)[O-])c2OC)n(C)c1C, CCOC(C)=O, NC=O. Yields the product CCOC(=O)c1c(C)c(-c2cccc(N)c2OC)n(C)c1C. RXN SMILES: [CH2:1]([CH3:2])[O:3][C:4](=[O:5])[c:6]1[c:7]([CH3:24])[n:8]([CH3:23])[c:9](-[c:12]2[c:13]([O:21][CH3:22])[c:14]([N+:18]([O-:19])=[O:20])[cH:15][cH:16][cH:17]2)[c:10]1[CH3:11].[CH3:28][CH2:29][O:30][C:31](=[O:32])[CH3:33].[CH:25]([NH2:26])=[O:27]>>[CH2:1]([CH3:2])[O:3][C:4](=[O:5])[c:6]1[c:7]([CH3:24])[n:8]([CH3:23])[c:9](-[c:12]2[c:13]([O:21][CH3:22])[c:14]([NH2:18])[cH:15][cH:16][cH:17]2)[c:10]1[CH3:11]. Reactants: B#B (diborane), O1C(=CC2=C1C=CC=C2)C(=O)O (benzofuran-2-carboxylic acid). The solvent is O1CCCC1 (tetrahydrofuran), O1CCCC1 (tetrahydrofuran). Reaction conditions: time 30 minute. Yields the product O1C(=CC2=C1C=CC=C2)CO (Benzofuran-2-methanol). Yield: 78.5%. RXN SMILES: B#B.[O:3]1[C:7]2[CH:8]=[CH:9][CH:10]=[CH:11][C:6]=2[CH:5]=[C:4]1[C:12](O)=[O:13]>O1CCCC1>[O:3]1[C:7]2[CH:8]=[CH:9][CH:10]=[CH:11][C:6]=2[CH:5]=[C:4]1[CH2:12][OH:13]. Procedure details: 1 Molar diborane in tetrahydrofuran (61.6 mL, 61.6 mmol) was added dropwise over 10 minutes to a stirred solution of benzofuran-2-carboxylic acid (5.00 g, 30.8 mmol) in tetrahydrofuran (50 mL) at 0° C. Stirring was continued at 0° C. for 30 minutes, then at room temperature for 18 hours. The reaction mixture was quenched carefully by slow addition of 1:1 THF/H2O, and extracted with ether. The organic extracts were dried (MgSO4) and concentrated to afford 3.58 g (78%) of product as a colorless oi...